From a dataset of the Open Reaction Database (ORD), a public repository of structured organic reaction records. describe an organic reaction: reactants, conditions, products, and yield Starting materials: O=C([O-])[O-], CCc1cc(C#C[Si](C)(C)C)ccc1C1(OCc2ccccc2)CC1, CO, [K+], [K+]. Yields the product C#Cc1ccc(C2(OCc3ccccc3)CC2)c(CC)c1. RXN SMILES: [C:26](=[O:27])([O-:28])[O-:29].[CH2:1]([c:2]1[cH:3][cH:4][cH:5][cH:6][cH:7]1)[O:8][C:9]1([c:12]2[c:13]([CH2:24][CH3:25])[cH:14][c:15]([C:18]#[C:19][Si:20]([CH3:21])([CH3:22])[CH3:23])[cH:16][cH:17]2)[CH2:10][CH2:11]1.[CH3:32][OH:33].[K+:30].[K+:31]>>[CH2:1]([c:2]1[cH:3][cH:4][cH:5][cH:6][cH:7]1)[O:8][C:9]1([c:12]2[c:13]([CH2:24][CH3:25])[cH:14][c:15]([C:18]#[CH:19])[cH:16][cH:17]2)[CH2:10][CH2:11]1. Starting materials: CC=1NC2=CC=CC=C2C1 (2-methyl-1H-indole), [Cl-].ClC1=C(C=[N+](C)C)C=CC(=C1)F ((2-chloro-4-fluoro-benzylidene)-dimethylammonium chloride), ClC1=C(C=O)C=CC(=C1)F (2-chloro-4-fluoro-benzaldehyde), CNC (dimethylamine). Yields the product ClC1=C(C=CC(=C1)F)C(C1=C(NC2=CC=CC=C12)C)N(C)C ([(2-Chloro-4-fluoro-phenyl)-(2-methyl-1H-indol-3-yl)-methyl]-dimethyl-amine). Reaction SMILES: [CH3:1][C:2]1[NH:3][C:4]2[C:9]([CH:10]=1)=[CH:8][CH:7]=[CH:6][CH:5]=2.[Cl-].[Cl:12][C:13]1[CH:22]=[C:21]([F:23])[CH:20]=[CH:19][C:14]=1[CH:15]=[N+:16]([CH3:18])[CH3:17].ClC1C=C(F)C=CC=1C=O.CNC>>[Cl:12][C:13]1[CH:22]=[C:21]([F:23])[CH:20]=[CH:19][C:14]=1[CH:15]([N:16]([CH3:18])[CH3:17])[C:10]1[C:9]2[C:4](=[CH:5][CH:6]=[CH:7][CH:8]=2)[NH:3][C:2]=1[CH3:1] |f:1.2|. Procedure details: The preparation was carried out in accordance with general synthesis instructions 4 from 2-methyl-1H-indole and (2-chloro-4-fluoro-benzylidene)-dimethylammonium chloride, which had been prepared in accordance with example 44 from 2-chloro-4-fluoro-benzaldehyde and dimethylamine. Reactants: CCOC1CCNCC1, CCN(C(C)C)C(C)C, O=C(O)c1cc(F)cc(Cc2n[nH]c(=O)c3cccc(Cl)c23)c1, CN(C)C=O. Yields the product CCOC1CCN(C(=O)c2cc(F)cc(Cc3n[nH]c(=O)c4cccc(Cl)c34)c2)CC1. RXN SMILES: [CH2:24]([CH3:25])[O:26][CH:27]1[CH2:28][CH2:29][NH:30][CH2:31][CH2:32]1.[CH:33]([N:34]([CH2:35][CH3:36])[CH:37]([CH3:38])[CH3:39])([CH3:40])[CH3:41].[Cl:1][c:2]1[cH:3][cH:4][cH:5][c:6]2[c:7](=[O:23])[nH:8][n:9][c:10]([CH2:12][c:13]3[cH:14][c:15]([C:16](=[O:17])[OH:18])[cH:19][c:20]([F:22])[cH:21]3)[c:11]12.[O:42]=[CH:43][N:44]([CH3:45])[CH3:46]>>[Cl:1][c:2]1[cH:3][cH:4][cH:5][c:6]2[c:7](=[O:23])[nH:8][n:9][c:10]([CH2:12][c:13]3[cH:14][c:15]([C:16](=[O:17])[N:30]4[CH2:29][CH2:28][CH:27]([O:26][CH2:24][CH3:25])[CH2:32][CH2:31]4)[cH:19][c:20]([F:22])[cH:21]3)[c:11]12. The reactants are dibromo, BrC(CCCCCCC(C(=O)O)=C)C(CCCCCCCC)Br (2-(7,8-dibromohexadecyl)-acrylic acid), CO.B(F)(F)F (boron trifluoride methanol). The solvent is CO (methanol). Product: BrC(CCCCCCC(C(=O)OC)=C)C(CCCCCCCC)Br (Methyl 2-(7,8-Dibromohexadecyl)-acrylate). As a reaction SMILES: [Br:1][CH:2]([CH:14]([Br:23])[CH2:15][CH2:16][CH2:17][CH2:18][CH2:19][CH2:20][CH2:21][CH3:22])[CH2:3][CH2:4][CH2:5][CH2:6][CH2:7][CH2:8][C:9](=[CH2:13])[C:10]([OH:12])=[O:11].[CH3:24]O.B(F)(F)F>CO>[Br:1][CH:2]([CH:14]([Br:23])[CH2:15][CH2:16][CH2:17][CH2:18][CH2:19][CH2:20][CH2:21][CH3:22])[CH2:3][CH2:4][CH2:5][CH2:6][CH2:7][CH2:8][C:9](=[CH2:13])[C:10]([O:12][CH3:24])=[O:11] |f:1.2|. Reported procedure: The crude dibromo acid, 2-(7,8-dibromohexadecyl)-acrylic acid is dissolved in 50 ml of methanol and 5 ml of boron trifluoride methanol solution is added. The solution is heated under reflux for 6 hours. The solution is concentrated to 1/2 volume and the acid is neutralized with saturated NaHCO3 solution to about pH 7. The oily material is extracted with ether, washed with water and dried over Na2SO4. The ether solvent is removed under reduced pressure to give 4.80 g of crude product, methyl 2-(7...